From a dataset of the Open Reaction Database (ORD), a public repository of structured organic reaction records. describe an organic reaction: reactants, conditions, products, and yield Starting materials: C1CCOC1, CS(=O)(=O)c1ccc(S(=O)(=O)Cl)cc1, COC(=O)Cc1c(C)[nH]c2sccc12. Yields the product COC(=O)Cc1c(C)n(S(=O)(=O)c2ccc(S(C)(=O)=O)cc2)c2sccc12. As a reaction SMILES: [CH2:29]1[O:30][CH2:31][CH2:32][CH2:33]1.[CH3:15][S:16](=[O:17])(=[O:18])[c:19]1[cH:20][cH:21][c:22]([S:25](=[O:26])(=[O:27])[Cl:28])[cH:23][cH:24]1.[CH3:1][c:2]1[c:3]([CH2:10][C:11](=[O:12])[O:13][CH3:14])[c:4]2[c:5]([nH:6]1)[s:7][cH:8][cH:9]2>>[CH3:1][c:2]1[c:3]([CH2:10][C:11](=[O:12])[O:13][CH3:14])[c:4]2[c:5]([n:6]1[S:25]([c:22]1[cH:21][cH:20][c:19]([S:16]([CH3:15])(=[O:17])=[O:18])[cH:24][cH:23]1)(=[O:26])=[O:27])[s:7][cH:8][cH:9]2. Reactants: N1N=CN=C1 (1,2,4-triazole), FC(CC(=O)Cl)=C(F)F (3,4,4-trifluoro-3-butenoyl chloride). The solvent is C(C)(=O)OCC (ethyl acetate). Product: FC(CC(=O)N1N=CN=C1)=C(F)F (1-(3,4,4-trifluoro-1-oxo-3-butenyl)-1H-1,2,4-triazole). The yield is 94.2%. Reaction SMILES: [NH:1]1[CH:5]=[N:4][CH:3]=[N:2]1.[F:6][C:7](=[C:12]([F:14])[F:13])[CH2:8][C:9](Cl)=[O:10]>C(OCC)(=O)C>[F:6][C:7](=[C:12]([F:14])[F:13])[CH2:8][C:9]([N:1]1[CH:5]=[N:4][CH:3]=[N:2]1)=[O:10]. Procedure details: To a solution of 1,2,4-triazole (1.38 g, 20 mmol) in ethyl acetate (100 mL) was added 3,4,4-trifluoro-3-butenoyl chloride (1.59 g, 10 mmol) at r.t. with stirring. The mixture was stirred for 30 min and filtered. The residue obtained after evaporation of the solvent was redissolved in dichloromethane (25 mL) and filtered. Evaporation of the solvent gave 1.8 g (94%) of the desired product as a dear oil.